This data is from the Open Reaction Database (ORD), a public repository of structured organic reaction records. The task is: describe an organic reaction: reactants, conditions, products, and yield Yields the product [Si](C)(C)(C(C)(C)C)N1C(C(C1CC=O)N=[N+]=[N-])=O (N-(t-butyldimethylsilyl)-3-azido-4-(2-oxoethyl)azetidin-2-one). Procedure: Chromium trioxide (0.06 mol) is added to a solution of pyridine (0.12 mol) in methylene chloride (150 ml) and the mixture is stirred at room temperature for 15 min. A solution of N-(t-butyldimethylsilyl)-3-azido-4-(2-hydroxyethyl)-azetidin-2-one (0.01 mol) in methylene chloride (10 ml) is then added all at once. After stirring at room temperature for 5 min, the mixture is decanted and the dark, gummy residue is washed with more methylene chloride. The combined methylene chloride supernatant is c... As a reaction SMILES: N1C=CC=CC=1.[Si:7]([N:14]1[CH:17]([CH2:18][CH2:19][OH:20])[CH:16]([N:21]=[N+:22]=[N-:23])[C:15]1=[O:24])([C:10]([CH3:13])([CH3:12])[CH3:11])([CH3:9])[CH3:8]>C(Cl)Cl.[O-2].[O-2].[O-2].[Cr+6]>[Si:7]([N:14]1[CH:17]([CH2:18][CH:19]=[O:20])[CH:16]([N:21]=[N+:22]=[N-:23])[C:15]1=[O:24])([C:10]([CH3:12])([CH3:13])[CH3:11])([CH3:9])[CH3:8] |f:3.4.5.6|. The reagents and catalysts are [O-2].[O-2].[O-2].[Cr+6] (Chromium trioxide). Reactants: N1=CC=CC=C1 (pyridine), [Si](C)(C)(C(C)(C)C)N1C(C(C1CCO)N=[N+]=[N-])=O (N-(t-butyldimethylsilyl)-3-azido-4-(2-hydroxyethyl)-azetidin-2-one). Solvent: C(Cl)Cl (methylene chloride), C(Cl)Cl (methylene chloride). Run at time 15 minute. The reactants are C(C)(C)(C)C=1N=C(C2=C(N1)N(N=N2)CC)N2CC(CC2)(F)F (5-tert-Butyl-7-(3,3-difluoro-pyrrolidin-1-yl)-3-ethyl-3H-[1,2,3]triazolo[4,5-d]pyrimidine), C(C)(C)(C)C=1N=C(C2=C(N1)NN=N2)N2CC(CC2)(F)F (5-tert-butyl-7-(3,3-difluoropyrrolidin-1-yl)-3H-[1,2,3]triazolo[4,5-d]pyrimidine), BrCC1=CC=C(C=C1)Cl (1-(bromomethyl)-4-chlorobenzene). Yields the product C(C)(C)(C)C=1N=C(C2=C(N1)N(N=N2)CC2=CC=C(C=C2)Cl)N2CC(CC2)(F)F (5-tert-Butyl-3-(4-chloro-benzyl)-7-(3,3-difluoro-pyrrolidin-1-yl)-3H-[1,2,3]triazolo[4,5-d]pyrimidine), solid. Yield: 35.0%. RXN SMILES: [C:1]([C:5]1[N:6]=[C:7]([N:16]2[CH2:20][CH2:19][C:18]([F:22])([F:21])[CH2:17]2)[C:8]2[N:13]=[N:12][N:11]([CH2:14][CH3:15])[C:9]=2[N:10]=1)([CH3:4])([CH3:3])[CH3:2].C(C1N=C(N2CCC(F)(F)C2)C2N=NNC=2N=1)(C)(C)C.BrCC1[CH:50]=[CH:49][C:48]([Cl:51])=[CH:47][CH:46]=1>>[C:1]([C:5]1[N:6]=[C:7]([N:16]2[CH2:20][CH2:19][C:18]([F:21])([F:22])[CH2:17]2)[C:8]2[N:13]=[N:12][N:11]([CH2:14][C:15]3[CH:50]=[CH:49][C:48]([Cl:51])=[CH:47][CH:46]=3)[C:9]=2[N:10]=1)([CH3:2])([CH3:3])[CH3:4]. Reported procedure: In analogy to the procedure described for the synthesis of 5-tert-butyl-7-(3,3-difluoro-pyrrolidin-1-yl)-3-ethyl-3H-[1,2,3]triazolo[4,5-d]pyrimidine (example 61), the title compound was prepared from 5-tert-butyl-7-(3,3-difluoropyrrolidin-1-yl)-3H-[1,2,3]triazolo[4,5-d]pyrimidine and 1-(bromomethyl)-4-chlorobenzene and isolated as white solid (5.8 mg, 35%). MS (m/e): 407.4 (MH+). Reactants: C(#N)C1=CC=C(C=C1)C=1C=2N(N=C(C1CCCCCC(=O)OCC)C)C(=CC2)CC (ethyl 6-[4-(4-cyanophenyl)-7-ethyl-2-methylpyrrolo[1,2-b]pyridazin-3-yl]hexanoate), [OH-].[K+] (potassium hydroxide), CO (methanol). The solvent is O1CCCC1 (tetrahydrofuran). Run at temperature 60 celsius, time 3 hour. The product is C(#N)C1=CC=C(C=C1)C=1C=2N(N=C(C1CCCCCC(=O)O)C)C(=CC2)CC (6-[4-(4-cyanophenyl)-7-ethyl-2-methylpyrrolo[1,2-b]pyridazin-3-yl]hexanoic acid). The yield is 46.6%. RXN SMILES: [C:1]([C:3]1[CH:8]=[CH:7][C:6]([C:9]2[C:10]3[N:11]([C:26]([CH2:29][CH3:30])=[CH:27][CH:28]=3)[N:12]=[C:13]([CH3:25])[C:14]=2[CH2:15][CH2:16][CH2:17][CH2:18][CH2:19][C:20]([O:22]CC)=[O:21])=[CH:5][CH:4]=1)#[N:2].[OH-].[K+].CO>O1CCCC1>[C:1]([C:3]1[CH:4]=[CH:5][C:6]([C:9]2[C:10]3[N:11]([C:26]([CH2:29][CH3:30])=[CH:27][CH:28]=3)[N:12]=[C:13]([CH3:25])[C:14]=2[CH2:15][CH2:16][CH2:17][CH2:18][CH2:19][C:20]([OH:22])=[O:21])=[CH:7][CH:8]=1)#[N:2] |f:1.2|. Procedure details: To a solution of ethyl 6-[4-(4-cyanophenyl)-7-ethyl-2-methylpyrrolo[1,2-b]pyridazin-3-yl]hexanoate (1.5 g) in tetrahydrofuran (15 ml) was added 2N potassium hydroxide (7.4 ml), followed by methanol (7.4 ml). After stirring at 50° C. for 2 hours and 60° C. for 3 hours, the mixture was partitioned between 1N hydrochloric acid and ethyl acetate. The precipitates were filtered and washed with ethyl acetate. The organic layer and the washings were combined, washed with water and brine, dried over mag... The reactants are C(C)OC(C1=C(N=C(C=C1)OC1=CC=C(C=C1)OC(F)(F)F)Cl)=O (2-Chloro-6-(4-trifluoromethoxy phenoxy)nicotinic acid ethyl ester), C(#N)C1=CC=C(C=C1)O (4-cyanophenol). Yields the product C(C)OC(C1=C(N=C(C=C1)OC1=CC=C(C=C1)OC(F)(F)F)OC1=CC=C(C=C1)C#N)=O (2-(4-cyano phenoxy)-6-(4-trifluoromethoxy phenoxy)nicotinic Acid Ethyl Ester). The yield is 62.4%. RXN SMILES: [CH2:1]([O:3][C:4](=[O:24])[C:5]1[CH:10]=[CH:9][C:8]([O:11][C:12]2[CH:17]=[CH:16][C:15]([O:18][C:19]([F:22])([F:21])[F:20])=[CH:14][CH:13]=2)=[N:7][C:6]=1Cl)[CH3:2].[C:25]([C:27]1[CH:32]=[CH:31][C:30]([OH:33])=[CH:29][CH:28]=1)#[N:26]>>[CH2:1]([O:3][C:4](=[O:24])[C:5]1[CH:10]=[CH:9][C:8]([O:11][C:12]2[CH:17]=[CH:16][C:15]([O:18][C:19]([F:22])([F:21])[F:20])=[CH:14][CH:13]=2)=[N:7][C:6]=1[O:33][C:30]1[CH:31]=[CH:32][C:27]([C:25]#[N:26])=[CH:28][CH:29]=1)[CH3:2]. Procedure details: 2-Chloro-6-(4-trifluoromethoxy phenoxy)nicotinic acid ethyl ester (0.3 g, 0.83 mmol) and 4-cyanophenol (98.8 mg, 0.83 mmol) were coupled using the procedure of Example 17(b) to afford 0.23 g of the required product. Percentage purity (LCMS): 82.35%. The reactants are C([O-])(O)=O.[Na+] (sodium bicarbonate), ClC(=O)OCC (Ethyl chloroformate), CN1CC2N(C3=C(CC4=C2C=CC=C4)C=CC=C3)CC1 (1,2,3,4,10,14b-hexahydro-2-methyldibenzo[c,f]pyrazino[1,2-a]azepine), Ice water. Solvent: C1=CC=CC=C1 (benzene). Product: C1N(CCN2C1C1=C(CC3=C2C=CC=C3)C=CC=C1)C(=O)OCC (Ethyl (1,2,3,4,10,14b-Hexahydrodibenzo[c,f]pyrazino[1,2-a]azepin-2-yl)formate). Isolated yield 74.9%. RXN SMILES: Cl[C:2]([O:4][CH2:5][CH3:6])=[O:3].C[N:8]1[CH2:26][CH2:25][N:11]2[C:12]3[CH:24]=[CH:23][CH:22]=[CH:21][C:13]=3[CH2:14][C:15]3[CH:20]=[CH:19][CH:18]=[CH:17][C:16]=3[CH:10]2[CH2:9]1.C(=O)(O)[O-].[Na+]>C1C=CC=CC=1>[CH2:9]1[CH:10]2[C:16]3[CH:17]=[CH:18][CH:19]=[CH:20][C:15]=3[CH2:14][C:13]3[CH:21]=[CH:22][CH:23]=[CH:24][C:12]=3[N:11]2[CH2:25][CH2:26][N:8]1[C:2]([O:4][CH2:5][CH3:6])=[O:3] |f:2.3|. Procedure details: Ethyl chloroformate (19.53 g) was added dropwisely to a solution of 9.52 g of 1,2,3,4,10,14b-hexahydro-2-methyldibenzo[c,f]pyrazino[1,2-a]azepine in 48 ml of benzene at refluxed temperature and the mixture was refluxed for 5 hrs. Ice water was added to the reaction mixture and made alkaline with sodium bicarbonate. The mixture was extracted with benzene and the benzene layer was washed with water, dried and concentrated. The residue was chromatographed on silica gel using a mixture of n-hexane a... The reactants are [K+], [K+], Nc1c(Nc2cccnc2)c(=O)c1=O, O=C([O-])[O-], CC(C)(C(=O)NC(n1nnc2ccccc21)C(C)(C)C)c1ccccc1. Yields the product CC(C)(C(=O)NC(Nc1c(Nc2cccnc2)c(=O)c1=O)C(C)(C)C)c1ccccc1. As a reaction SMILES: [K+:41].[K+:42].[NH2:1][c:2]1[c:3](=[O:14])[c:4](=[O:13])[c:5]1[NH:6][c:7]1[cH:8][n:9][cH:10][cH:11][cH:12]1.[O-:43][C:44]([O-:45])=[O:46].[n:15]1([CH:24]([C:25]([CH3:26])([CH3:27])[CH3:28])[NH:29][C:30]([C:31]([CH3:32])([c:33]2[cH:34][cH:35][cH:36][cH:37][cH:38]2)[CH3:39])=[O:40])[c:16]2[cH:17][cH:18][cH:19][cH:20][c:21]2[n:22][n:23]1>>[NH:1]([c:2]1[c:3](=[O:14])[c:4](=[O:13])[c:5]1[NH:6][c:7]1[cH:8][n:9][cH:10][cH:11][cH:12]1)[CH:24]([C:25]([CH3:26])([CH3:27])[CH3:28])[NH:29][C:30]([C:31]([CH3:32])([c:33]1[cH:34][cH:35][cH:36][cH:37][cH:38]1)[CH3:39])=[O:40]. Starting materials: C(C)(C)(C)C1=CC=C(C=C1)C#C (4-tert-butylphenyl ethyne), C[Si](C)(C)C#CC1=CC=C(C=C1)C(CCC(C)C)(C)C (trimethylsilyl [4-(1,1,4-trimethylpentyl)] phenylethyne), C[Si](C)(C)C#CC1=CC=C(C=C1)C(CCC(C)C)(C)C (trimethylsilyl [4-(1,1,4-trimethylpentyl)] phenylethyne). Yields the product CC(CCC(C)C)(C)C1=CC=C(C=C1)C=C (4-(1,1,4-trimethylpentyl)- phenylethene). Reaction SMILES: C(C1C=CC(C#C)=CC=1)(C)(C)C.C[Si]([C:17]#[C:18][C:19]1[CH:24]=[CH:23][C:22]([C:25]([CH3:32])([CH3:31])[CH2:26][CH2:27][CH:28]([CH3:30])[CH3:29])=[CH:21][CH:20]=1)(C)C>>[CH3:32][C:25]([C:22]1[CH:23]=[CH:24][C:19]([CH:18]=[CH2:17])=[CH:20][CH:21]=1)([CH3:31])[CH2:26][CH2:27][CH:28]([CH3:30])[CH3:29]. Reported procedure: Using the same general procedure as described for Compound 21, but using instead trimethylsilyl [4-(1,1,4-trimethylpentyl)] phenylethyne (Compound 36), the title compound was synthesized as a colorless oil. PMR (CDCl3): & 0.81 (6H, d, J~6.6 Hz), 0.85-0.96 (2H, m), 1.29 (6H, s), 1.32-1.48 (1H, m). 1.55-1.66 (2H, m), 3.04 (1H, s), 7.29 (2H, d, J~8.4 Hz), 7.44 (2H, d, J~8.4 Hz).